Dataset: the Open Reaction Database (ORD), a public repository of structured organic reaction records. Task: describe an organic reaction: reactants, conditions, products, and yield Starting materials: CCOC(=O)CC(=O)CC, COc1ccccc1N, CC(=O)O, c1ccccc1. Product: CCOC(=O)C=C(CC)Nc1ccccc1OC. As a reaction SMILES: [C:10]([CH2:11][CH3:12])(=[O:13])[CH2:14][C:15](=[O:16])[O:17][CH2:18][CH3:19].[CH3:1][O:2][c:3]1[c:4]([NH2:9])[cH:5][cH:6][cH:7][cH:8]1.[CH3:20][C:21](=[O:22])[OH:23].[cH:24]1[cH:25][cH:26][cH:27][cH:28][cH:29]1>>[CH3:1][O:2][c:3]1[c:4]([NH:9][C:10]([CH2:11][CH3:12])=[CH:14][C:15](=[O:16])[O:17][CH2:18][CH3:19])[cH:5][cH:6][cH:7][cH:8]1. Reactants: NC1=CC=C(C=C1)SC1=CC=NC=2NC(C=NC21)=O (8-(4-aminophenylthio)pyrido[2,3-b]pyrazin-3(4H)-one), FC1=C(C=C(C=C1)C(F)(F)F)N=C=O (2-fluoro-5-trifluoromethyl-phenylisocyanate). Yields the product FC1=C(C=C(C=C1)C(F)(F)F)NC(=O)NC1=CC=C(C=C1)SC1=CC=NC=2NC(C=NC21)=O (1-(2-Fluoro-5-(trifluoromethyl)phenyl)-3-(4-(3-oxo-3,4-dihydropyrido[2,3-b]pyrazin-8-ylthio)phenyl)urea). RXN SMILES: [NH2:1][C:2]1[CH:7]=[CH:6][C:5]([S:8][C:9]2[C:18]3[N:17]=[CH:16][C:15](=[O:19])[NH:14][C:13]=3[N:12]=[CH:11][CH:10]=2)=[CH:4][CH:3]=1.[F:20][C:21]1[CH:26]=[CH:25][C:24]([C:27]([F:30])([F:29])[F:28])=[CH:23][C:22]=1[N:31]=[C:32]=[O:33]>>[F:20][C:21]1[CH:26]=[CH:25][C:24]([C:27]([F:30])([F:29])[F:28])=[CH:23][C:22]=1[NH:31][C:32]([NH:1][C:2]1[CH:7]=[CH:6][C:5]([S:8][C:9]2[C:18]3[N:17]=[CH:16][C:15](=[O:19])[NH:14][C:13]=3[N:12]=[CH:11][CH:10]=2)=[CH:4][CH:3]=1)=[O:33]. Reported procedure: Method F2 was used with 8-(4-aminophenylthio)pyrido[2,3-b]pyrazin-3(4H)-one (36.7 mg, 136 μmol) and 2-fluoro-5-trifluoromethyl-phenylisocyanate (22.5 μL, 156 136 μmol) to afford the title compound. Yield: 53 mg (82%). The reactants are C(C)OC(=C)[Sn](CCCC)(CCCC)CCCC (1-Ethoxyvinyltri-n-butyltin), BrC1=CC=C(C(=N1)OC)N1C=NC(=C1)C (6-bromo-2-methoxy-3-(4-methyl-1H-imidazole-1-yl)pyridine). Reagents/catalysts: C1=CC=C(C=C1)P(C2=CC=CC=C2)C3=CC=CC=C3.C1=CC=C(C=C1)P(C2=CC=CC=C2)C3=CC=CC=C3.Cl[Pd]Cl (bis(triphenylphosphine)palladium (II) chloride). The solvent is O1CCOCC1 (dioxane). Reaction conditions: temperature 100 celsius, time 45 minute. Yields the product C(C)OC(=C)C1=CC=C(C(=N1)OC)N1C=NC(=C1)C (6-(1-ethoxyvinyl)-2-methoxy-3-(4-methyl-1H-imidazol-1-yl)pyridine). Reaction SMILES: [CH2:1]([O:3][C:4]([Sn](CCCC)(CCCC)CCCC)=[CH2:5])[CH3:2].Br[C:20]1[N:25]=[C:24]([O:26][CH3:27])[C:23]([N:28]2[CH:32]=[C:31]([CH3:33])[N:30]=[CH:29]2)=[CH:22][CH:21]=1>O1CCOCC1.C1C=CC(P(C2C=CC=CC=2)C2C=CC=CC=2)=CC=1.C1C=CC(P(C2C=CC=CC=2)C2C=CC=CC=2)=CC=1.Cl[Pd]Cl>[CH2:4]([O:3][C:1]([C:20]1[N:25]=[C:24]([O:26][CH3:27])[C:23]([N:28]2[CH:32]=[C:31]([CH3:33])[N:30]=[CH:29]2)=[CH:22][CH:21]=1)=[CH2:2])[CH3:5] |f:3.4.5|. Procedure details: 1-Ethoxyvinyltri-n-butyltin (3.7 mL) was added to a suspension of 6-bromo-2-methoxy-3-(4-methyl-1H-imidazole-1-yl)pyridine (2.66 g) and bis(triphenylphosphine)palladium (II) chloride (350 mg) in dioxane (25 mL), and the mixture was stirred at 100° C. for five hours and 45 minutes. The reaction solution was left to cool to room temperature and then concentrated under reduced pressure. The resulting residue was purified by silica gel column chromatography. The target fraction was concentrated. The... Reactants: C1(=CC=CC=C1)NC(=O)C1=NNC2=CC=C(C=C12)N (N-phenyl-5-amino-1H-indazole-3-carboxamide), solid, CS(=O)(=O)C1=C(C=CC=C1)S(=O)(=O)Cl (2-methylsulfonylbenzenesulfonyl chloride). Solvent: N1=CC=CC=C1 (pyridine). Product: C1(=CC=CC=C1)NC(=O)C1=NNC2=CC=C(C=C12)NS(=O)(=O)C1=C(C=CC=C1)S(=O)(=O)C (N-phenyl-5-(2-methylsulfonylbenzenesulfonylamino)-1H-indazole-3-carboxamide). Yield: 67.7%. Reaction SMILES: [C:1]1([NH:7][C:8]([C:10]2[C:18]3[C:13](=[CH:14][CH:15]=[C:16]([NH2:19])[CH:17]=3)[NH:12][N:11]=2)=[O:9])[CH:6]=[CH:5][CH:4]=[CH:3][CH:2]=1.[CH3:20][S:21]([C:24]1[CH:29]=[CH:28][CH:27]=[CH:26][C:25]=1[S:30](Cl)(=[O:32])=[O:31])(=[O:23])=[O:22]>N1C=CC=CC=1>[C:1]1([NH:7][C:8]([C:10]2[C:18]3[C:13](=[CH:14][CH:15]=[C:16]([NH:19][S:30]([C:25]4[CH:26]=[CH:27][CH:28]=[CH:29][C:24]=4[S:21]([CH3:20])(=[O:23])=[O:22])(=[O:32])=[O:31])[CH:17]=3)[NH:12][N:11]=2)=[O:9])[CH:6]=[CH:5][CH:4]=[CH:3][CH:2]=1. Reported procedure: N-Phenyl-5-(2-methylsulfonylbenzenesulfonylamino)-1H-indazole-3-carboxamide can be obtained as described in Example 2 from 40 mg of N-phenyl-5-amino-1H-indazole-3-carboxamide, 4 ml of pyridine and 40 mg of 2-methylsulfonylbenzenesulfonyl chloride. 50 mg of N-phenyl-5-(2-methylsulfonylbenzenesulfonylamino)-1H-indazole-3-carboxamide are thus obtained in the form of a pale yellow solid melting at 258° C. (analysis C21H18N4O5S2.0.48H2O, % calculated C, 53.61; H, 3.86; N, 11.91; O, 17.00; S, 13.63. %...